Dataset: the Open Reaction Database (ORD), a public repository of structured organic reaction records. Task: describe an organic reaction: reactants, conditions, products, and yield Starting materials: N([C@@H](CC1=CC=C(C=C1)O)C(=O)N[C@H]([C@@H](O)C)C(=O)NCC(=O)O)C(=O)OCC1=CC=CC=C1 (Z-Tyr-(D)-Thr-Gly-OH), N([C@@H](CC1=CC=C(C=C1)O)C(=O)N[C@H](CO)C(=O)NCC(=O)N[C@@H](CC1=CC=CC=C1)C(=O)NNC(=O)C)C(=O)OCC1=CC=CC=C1 (Z-Tyr-(D)-Ser-Gly-Phe-NHNH-COCH3). Product: N[C@@H](CC1=CC=C(C=C1)O)C(=O)N[C@H](CO)C(=O)NCC(=O)N[C@@H](CC1=CC=CC=C1)C(=O)NNC(=O)C (H-Tyr-(D)-Ser-Gly-Phe-NHNH-COCH3). The yield is 65.8%. Reaction SMILES: [NH:1](C(OCC1C=CC=CC=1)=O)[C@H:2]([C:11]([NH:13][C@@H:14]([C:17]([NH:19][CH2:20][C:21]([NH:23][C@H:24]([C:32]([NH:34][NH:35][C:36]([CH3:38])=[O:37])=[O:33])[CH2:25][C:26]1[CH:31]=[CH:30][CH:29]=[CH:28][CH:27]=1)=[O:22])=[O:18])[CH2:15][OH:16])=[O:12])[CH2:3][C:4]1[CH:9]=[CH:8][C:7]([OH:10])=[CH:6][CH:5]=1.N(C(OCC1C=CC=CC=1)=O)[C@H](C(N[C@@H](C(NCC(O)=O)=O)[C@H](C)O)=O)CC1C=CC(O)=CC=1>>[NH2:1][C@H:2]([C:11]([NH:13][C@@H:14]([C:17]([NH:19][CH2:20][C:21]([NH:23][C@H:24]([C:32]([NH:34][NH:35][C:36]([CH3:38])=[O:37])=[O:33])[CH2:25][C:26]1[CH:27]=[CH:28][CH:29]=[CH:30][CH:31]=1)=[O:22])=[O:18])[CH2:15][OH:16])=[O:12])[CH2:3][C:4]1[CH:5]=[CH:6][C:7]([OH:10])=[CH:8][CH:9]=1. Procedure: Using Z-Tyr-(D)-Ser-Gly-Phe-NHNH-COCH3 (0.40 g), the desired compound (0.21 g) is obtained in a similar manner to (II) of Example 4. Rf2 =0.21, [α]D23 +11.4°(c=0.31, MeOH), Amino acid analysis (hydrolized with HCl); Ser 0.85, Gly 1.00, Tyr 0.90, Phe 0.92 The reactants are O1CC12CN(CCC2)C(=O)OC (methyl 5-aza-1-oxaspiro[2,5]octane-5-carboxylate), C(C)N (ethylamine). Reaction conditions: time 8 hour. Yields the product C(C)NCC1(CN(CCC1)C(=O)OC)O (Methyl 3-ethylaminomethyl-3-hydroxypiperidine-1-carboxylate). As a reaction SMILES: [O:1]1[C:3]2([CH2:8][CH2:7][CH2:6][N:5]([C:9]([O:11][CH3:12])=[O:10])[CH2:4]2)[CH2:2]1.[CH2:13]([NH2:15])[CH3:14]>>[CH2:13]([NH:15][CH2:2][C:3]1([OH:1])[CH2:8][CH2:7][CH2:6][N:5]([C:9]([O:11][CH3:12])=[O:10])[CH2:4]1)[CH3:14]. Procedure: 9.3 g (54.3 mmol) of methyl 5-aza-1-oxaspiro[2,5]octane-5-carboxylate are added dropwise to 50 ml of ethylamine solution (50% strength in water) and the mixture is stirred overnight at room temperature. It is then concentrated and the reside is distilled.